From a dataset of the Open Reaction Database (ORD), a public repository of structured organic reaction records. describe an organic reaction: reactants, conditions, products, and yield The reactants are C(C)(=O)C1=CC(=C2C=CC=NC2=C1N1CCC(CC1)NS(=O)(=O)C)Cl (N-[1-(7-acetyl-5-chloroquinolin-8-yl)piperidin-4-yl]methanesulfonamide), C(C)(=O)[O-].[NH4+] (ammonium acetate), C(#N)[BH3-].[Na+] (sodium cyanoborohydride), O1CCCC1 (tetrahydrofuran). The solvent is CO (methanol), C(C)#N (acetonitrile). Conditions: temperature 65 celsius. The product is NC(C)C1=CC(=C2C=CC=NC2=C1N1CCC(CC1)NS(=O)(=O)C)Cl (N-{1-[7-(1-Aminoethyl)-5-chloroquinolin-8-yl]piperidin-4-yl}methanesulfonamide). As a reaction SMILES: [C:1]([C:4]1[C:13]([N:14]2[CH2:19][CH2:18][CH:17]([NH:20][S:21]([CH3:24])(=[O:23])=[O:22])[CH2:16][CH2:15]2)=[C:12]2[C:7]([CH:8]=[CH:9][CH:10]=[N:11]2)=[C:6]([Cl:25])[CH:5]=1)(=O)[CH3:2].C([O-])(=O)C.[NH4+].C([BH3-])#[N:32].[Na+].O1CCCC1>CO.C(#N)C>[NH2:32][CH:1]([C:4]1[C:13]([N:14]2[CH2:19][CH2:18][CH:17]([NH:20][S:21]([CH3:24])(=[O:23])=[O:22])[CH2:16][CH2:15]2)=[C:12]2[C:7]([CH:8]=[CH:9][CH:10]=[N:11]2)=[C:6]([Cl:25])[CH:5]=1)[CH3:2] |f:1.2,3.4|. Procedure details: A mixture of N-[1-(7-acetyl-5-chloroquinolin-8-yl)piperidin-4-yl]methanesulfonamide (0.027 g, 0.071 mmol) and ammonium acetate (0.0545 g, 0.707 mmol) in methanol (0.3 mL) and acetonitrile (0.3 mL) was heated at 65° C. in a sealed tube for 1 hour. After cooling to room temperature, to the resulting mixture was added 1.0 M sodium cyanoborohydride in tetrahydrofuran (0.17 mL, 0.17 mmol). The reaction was heated at 65° C. overnight. The mixture was cooled to room temperature, quenched with sat. NaHC...